The task is: describe an organic reaction: reactants, conditions, products, and yield. This data is from the Open Reaction Database (ORD), a public repository of structured organic reaction records. Product: [N+](=O)([O-])C=1C=C(C=C(C1)[N+](=O)[O-])N1C=CC=C1 (1-(3,5-Dinitro-phenyl)-1H-pyrrole). The yield is 54.0%. Procedure details: A solution of 3,5-dinitroaniline (10 g, 54.644 mmol) and 2,5-dimethoxytetrahydrofuran (18.05 g, 136.61 mmol, 2.5 eq.) in acetic acid (122 ml) was heated to 100° C. for 16 h. Completion of reaction was monitored by TLC. Then the mixture was brought to RT and poured into ice-cold water. The precipitate was filtered, washed with water (150 ml) and dried to give the product in 54% yield (8.2 g). LC-MS (ESI): Calculated mass: 233.18; Observed mass: 233.04 [M+H]+ (rt: 1.667 min). RXN SMILES: [N+:1]([C:4]1[CH:5]=[C:6]([CH:8]=[C:9]([N+:11]([O-:13])=[O:12])[CH:10]=1)[NH2:7])([O-:3])=[O:2].CO[CH:16]1[CH2:20][CH2:19][CH:18](OC)O1>C(O)(=O)C>[N+:1]([C:4]1[CH:5]=[C:6]([N:7]2[CH:16]=[CH:20][CH:19]=[CH:18]2)[CH:8]=[C:9]([N+:11]([O-:13])=[O:12])[CH:10]=1)([O-:3])=[O:2]. Solvent: C(C)(=O)O (acetic acid). Starting materials: [N+](=O)([O-])C=1C=C(N)C=C(C1)[N+](=O)[O-] (3,5-dinitroaniline), COC1OC(CC1)OC (2,5-dimethoxytetrahydrofuran). Starting materials: CC#N, Clc1cc(Cl)ncn1, NCC(O)c1ccccc1, [Na+], O=C([O-])O. Yields the product OC(CNc1cc(Cl)ncn1)c1ccccc1. Reaction SMILES: [CH3:24][C:25]#[N:26].[Cl:1][c:2]1[n:3][cH:4][n:5][c:6]([Cl:8])[cH:7]1.[NH2:14][CH2:15][CH:16]([OH:17])[c:18]1[cH:19][cH:20][cH:21][cH:22][cH:23]1.[Na+:13].[O-:9][C:10]([OH:11])=[O:12]>>[c:2]1([NH:14][CH2:15][CH:16]([OH:17])[c:18]2[cH:19][cH:20][cH:21][cH:22][cH:23]2)[n:3][cH:4][n:5][c:6]([Cl:8])[cH:7]1. Reactants: N[C@@H](C(C)C)C(=O)O ((L)-valine), COCCOCCOC(=O)Cl (2-(2-methoxyethoxy)ethylchloroformate), C(=O)(Cl)Cl (phosgene), COCCOCCO (diethylene glycol monomethyl ether), solution, C(=O)(Cl)Cl (phosgene). The solvent is C1(=CC=CC=C1)C (toluene). Run at time 8 hour. Product: COCCOCCOC(=O)N[C@@H](C(C)C)C(=O)O (N-(2-(2-Methoxyethoxy)-ethoxy)carbonyl-(L)-valine). RXN SMILES: COCCOCCO.C(Cl)(Cl)=O.[NH2:13][C@H:14]([C:18]([OH:20])=[O:19])[CH:15]([CH3:17])[CH3:16].[CH3:21][O:22][CH2:23][CH2:24][O:25][CH2:26][CH2:27][O:28][C:29](Cl)=[O:30]>C1(C)C=CC=CC=1>[CH3:21][O:22][CH2:23][CH2:24][O:25][CH2:26][CH2:27][O:28][C:29]([NH:13][C@H:14]([C:18]([OH:20])=[O:19])[CH:15]([CH3:17])[CH3:16])=[O:30]. Reported procedure: 19.8 ml (168 mmol) of diethylene glycol monomethyl ether are added dropwise at 0° to 100 ml of a 20% solution of phosgene in toluene and the mixture is stirred overnight at RT. Excess phosgene is expelled with nitrogen and the reaction solution is washed with water and concentrated by evaporation. Analogously to Example 1c, 10 g (85.4 mmol) of (L)-valine are added to the crude 2-(2-methoxyethoxy)ethylchloroformate (15.6 g, 85.4 mmol) yielding the title compound in the form of a colourless resin.... Starting materials: O.[OH-].[Li+] (lithium hydroxide monohydrate), solution, O1CCCC1 (tetrahydrofuran), C=1(C(=CC=CC1)C(=O)CN1C(C(CN(C2=C1C=C(C=C2)C)C(C(C)(C)C)=O)NC(=O)NC2=CC(=C(C=C2)F)C(=O)OC)=O)C (1-[1-(2-Toluoylmethyl)-2-oxo-5-pivaloyl-8-methyl-1,3,4,5-tetrahydro-2H-1,5-benzodiazepin-3-yl]-3-(3-methoxycarbonyl-4-fluorophenyl)urea). Run in CO (methanol). Product: FC1=C(C(=O)O)C=C(C=C1)NC(=O)NC1CN(C2=C(N(C1=O)CC(=O)C=1C(=CC=CC1)C)C=C(C=C2)C)C(C(C)(C)C)=O (2-fluoro-5-[3-[1-(2-toluoylmethyl)-2-oxo-5-pivaloyl-8-methyl-1,3,4,5-tetrahydro-2H-1,5-benzodiazepin-3-yl]ureido]benzoic acid). Yield: 64.2%. Reaction SMILES: [C:1]1([CH3:44])[C:2]([C:7]([CH2:9][N:10]2[C:16]3[CH:17]=[C:18]([CH3:21])[CH:19]=[CH:20][C:15]=3[N:14]([C:22](=[O:27])[C:23]([CH3:26])([CH3:25])[CH3:24])[CH2:13][CH:12]([NH:28][C:29]([NH:31][C:32]3[CH:37]=[CH:36][C:35]([F:38])=[C:34]([C:39]([O:41]C)=[O:40])[CH:33]=3)=[O:30])[C:11]2=[O:43])=[O:8])=[CH:3][CH:4]=[CH:5][CH:6]=1.O.[OH-].[Li+].O1CCCC1>CO>[F:38][C:35]1[CH:36]=[CH:37][C:32]([NH:31][C:29]([NH:28][CH:12]2[C:11](=[O:43])[N:10]([CH2:9][C:7]([C:2]3[C:1]([CH3:44])=[CH:6][CH:5]=[CH:4][CH:3]=3)=[O:8])[C:16]3[CH:17]=[C:18]([CH3:21])[CH:19]=[CH:20][C:15]=3[N:14]([C:22](=[O:27])[C:23]([CH3:25])([CH3:24])[CH3:26])[CH2:13]2)=[O:30])=[CH:33][C:34]=1[C:39]([OH:41])=[O:40] |f:1.2.3|. Procedure: 1-[1-(2-Toluoylmethyl)-2-oxo-5-pivaloyl-8-methyl-1,3,4,5-tetrahydro-2H-1,5-benzodiazepin-3-yl]-3-(3-methoxycarbonyl-4-fluorophenyl)urea (510 mg) was dissolved in methanol (24 ml), aqueous lithium hydroxide monohydrate (178 mg) solution (12 ml) and tetrahydrofuran (12 ml) was added, and the mixture was refluxed for one hour. The reaction mixture was concentrated under reduced pressure, 1N hydrochloric acid was added, and extracted with methylene chloride. The organic layer was washed with saturat... The reactants are CCBr, Fc1ccccc1-c1n[nH]c(-c2ccccc2C(F)(F)F)n1. Yields the product CCn1nc(-c2ccccc2F)nc1-c1ccccc1C(F)(F)F. As a reaction SMILES: [CH2:23]([CH3:24])[Br:25].[F:1][c:2]1[c:3](-[c:8]2[n:9][nH:10][c:11](-[c:13]3[c:14]([C:19]([F:20])([F:21])[F:22])[cH:15][cH:16][cH:17][cH:18]3)[n:12]2)[cH:4][cH:5][cH:6][cH:7]1>>[F:1][c:2]1[c:3](-[c:8]2[n:9][n:10]([CH2:23][CH3:24])[c:11](-[c:13]3[c:14]([C:19]([F:20])([F:21])[F:22])[cH:15][cH:16][cH:17][cH:18]3)[n:12]2)[cH:4][cH:5][cH:6][cH:7]1. Reactants: CC(C)(C)OC(=O)N1CC=C(c2cnc3ccccc3n2)CC1, CO. The product is CC(C)(C)OC(=O)N1CCC(c2cnc3ccccc3n2)CC1. As a reaction SMILES: [C:1]([CH3:2])([CH3:3])([CH3:4])[O:5][C:6](=[O:7])[N:8]1[CH2:9][CH:10]=[C:11]([c:14]2[n:15][c:16]3[cH:17][cH:18][cH:19][cH:20][c:21]3[n:22][cH:23]2)[CH2:12][CH2:13]1.[CH3:24][OH:25]>>[C:1]([CH3:2])([CH3:3])([CH3:4])[O:5][C:6](=[O:7])[N:8]1[CH2:9][CH2:10][CH:11]([c:14]2[n:15][c:16]3[cH:17][cH:18][cH:19][cH:20][c:21]3[n:22][cH:23]2)[CH2:12][CH2:13]1. Starting materials: CN(CCCN)C (N′,N′-dimethyl-propane-1,3-diamine), C(C)OC(=O)C=1C(C2=C(N=C(N=C2)S(=O)(=O)C)N(C1)C1CCCCC1)=O (8-cyclohexyl-2-methanesulfonyl-5-oxo-5,8-dihydro-pyrido[2,3-d]pyrimidine-6-carboxylic acid ethyl ester). Product: C(C)OC(=O)C=1C(C2=C(N=C(N=C2)NCCCN(C)C)N(C1)C1CCCCC1)=O (8-Cyclohexyl-2-(3-dimethylamino-propylamino)-5-oxo-5,8-dihydro-pyrido[2,3-d]pyrimidine-6-carboxylic acid ethyl ester), solid. The yield is 85.0%. As a reaction SMILES: [CH3:1][N:2]([CH3:7])[CH2:3][CH2:4][CH2:5][NH2:6].[CH2:8]([O:10][C:11]([C:13]1[C:14](=[O:33])[C:15]2[CH:20]=[N:19][C:18](S(C)(=O)=O)=[N:17][C:16]=2[N:25]([CH:27]2[CH2:32][CH2:31][CH2:30][CH2:29][CH2:28]2)[CH:26]=1)=[O:12])[CH3:9]>>[CH2:8]([O:10][C:11]([C:13]1[C:14](=[O:33])[C:15]2[CH:20]=[N:19][C:18]([NH:6][CH2:5][CH2:4][CH2:3][N:2]([CH3:7])[CH3:1])=[N:17][C:16]=2[N:25]([CH:27]2[CH2:32][CH2:31][CH2:30][CH2:29][CH2:28]2)[CH:26]=1)=[O:12])[CH3:9]. Reported procedure: Using the procedure outlined in Example 28 Step F, the title compound was prepared from N′,N′-dimethyl-propane-1,3-diamine and 8-cyclohexyl-2-methanesulfonyl-5-oxo-5,8-dihydro-pyrido[2,3-d]pyrimidine-6-carboxylic acid ethyl ester (Example 35 Step E, 20 mg, 0.05 mmol). 8-Cyclohexyl-2-(3-dimethylamino-propylamino)-5-oxo-5,8-dihydro-pyrido[2,3-d]pyrimidine-6-carboxylic acid ethyl ester was obtained as a white solid (17 mg, 85%). Mass Spectrum (LCMS, ESI pos.) Calcd. For C21H31N5O3: 402.24 (M+H). Fo...